This data is from the Open Reaction Database (ORD), a public repository of structured organic reaction records. The task is: describe an organic reaction: reactants, conditions, products, and yield Starting materials: CCCCn1nc(C)c2c(=O)[nH]c(-c3ccccc3F)nc21, O, O=P(Cl)(Cl)Cl. The product is CCCCn1nc(C)c2c(Cl)nc(-c3ccccc3F)nc21. Reaction SMILES: [CH2:1]([CH2:2][CH2:3][CH3:4])[n:5]1[n:6][c:7]([CH3:22])[c:8]2[c:9]1[n:10][c:11](-[c:15]1[c:16]([F:21])[cH:17][cH:18][cH:19][cH:20]1)[nH:12][c:13]2=[O:14].[OH2:23].[P:24]([Cl:25])([Cl:26])([Cl:27])=[O:28]>>[CH2:1]([CH2:2][CH2:3][CH3:4])[n:5]1[n:6][c:7]([CH3:22])[c:8]2[c:9]1[n:10][c:11](-[c:15]1[c:16]([F:21])[cH:17][cH:18][cH:19][cH:20]1)[n:12][c:13]2[Cl:26].